Task: describe an organic reaction: reactants, conditions, products, and yield. Dataset: the Open Reaction Database (ORD), a public repository of structured organic reaction records The reactants are ClC1=C(C=CC=C1Cl)SC (2,3-dichlorothioanisole), C1(CCCC1)CC(=O)Cl (cyclopentylacetyl chloride), [Cl-].[Al+3].[Cl-].[Cl-] (aluminum chloride). The solvent is C(Cl)Cl (methylene chloride). Product: ClC1=C(C=CC(=C1Cl)SC)C(CC1CCCC1)=O (2',3'-Dichloro-4'-methylthio-2-cyclopentylacetophenone). Reaction SMILES: [Cl:1][C:2]1[C:7]([Cl:8])=[CH:6][CH:5]=[CH:4][C:3]=1[S:9][CH3:10].[CH:11]1([CH2:16][C:17](Cl)=[O:18])[CH2:15][CH2:14][CH2:13][CH2:12]1.[Cl-].[Al+3].[Cl-].[Cl-]>C(Cl)Cl>[Cl:8][C:7]1[C:2]([Cl:1])=[C:3]([S:9][CH3:10])[CH:4]=[CH:5][C:6]=1[C:17](=[O:18])[CH2:16][CH:11]1[CH2:15][CH2:14][CH2:13][CH2:12]1 |f:2.3.4.5|. Reported procedure: 2',3'-Dichloro-4'-methylthio-2-cyclopentylacetophenone is prepared following substantially the same procedure described in Example 3, Step A, using the following substances: 2,3-dichlorothioanisole (63.1 g., 0.327 mole), methylene chloride (300 ml.), cyclopentylacetyl chloride (52.7 g., 0.367 mole) and aluminum chloride (48.0 g., 0.36 mole). The reactants are ClC1=CC=C(C=C1)CS(=O)(=O)Cl ((4-chlorophenyl)methanesulfonyl chloride), CC(C)(C)[O-].[K+] (t-BuOK), NC=1N(C(C(=C(N1)C(=O)NC)OCC1=CC=CC=C1)=O)C (2-amino-5-(benzyloxy)-N,1-dimethyl-6-oxo-1,6-dihydropyrimidine-4-carboxamide), ClC1=CC=C(C=C1)CS(=O)(=O)Cl ((4-chlorophenyl)methanesulfonyl chloride), CN(C)C=O (DMF), CC(C)([O-])C.[K+] (potassium tert-butoxide), ice. Run in C1CCOC1 (THF), C1CCOC1 (THF), CCOC(=O)C (EtOAc). Run at time 10 minute. Product: CNC(=O)C=1N=C(N(C(C1OCC1=CC=CC=C1)=O)C)NS(=O)(=O)CC1=CC=C(C=C1)Cl (5-benzyloxy-2-(4-chloro-phenylmethanesulfonylamino)-1-methyl-6-oxo-1,6-dihydro-pyrimidine-4-carboxylic acid methylamide). Isolated yield 50.8%. As a reaction SMILES: [NH2:1][C:2]1[N:3]([CH3:21])[C:4](=[O:20])[C:5]([O:12][CH2:13][C:14]2[CH:19]=[CH:18][CH:17]=[CH:16][CH:15]=2)=[C:6]([C:8]([NH:10][CH3:11])=[O:9])[N:7]=1.CN(C=O)C.CC(C)([O-])C.[K+].[Cl:33][C:34]1[CH:39]=[CH:38][C:37]([CH2:40][S:41](Cl)(=[O:43])=[O:42])=[CH:36][CH:35]=1>C1COCC1.CCOC(C)=O>[CH3:11][NH:10][C:8]([C:6]1[N:7]=[C:2]([NH:1][S:41]([CH2:40][C:37]2[CH:38]=[CH:39][C:34]([Cl:33])=[CH:35][CH:36]=2)(=[O:42])=[O:43])[N:3]([CH3:21])[C:4](=[O:20])[C:5]=1[O:12][CH2:13][C:14]1[CH:19]=[CH:18][CH:17]=[CH:16][CH:15]=1)=[O:9] |f:2.3|. Procedure: In a round-bottomed flask, 2-amino-5-(benzyloxy)-N,1-dimethyl-6-oxo-1,6-dihydropyrimidine-4-carboxamide (250 mg, 867 μmol, Eq: 1.00) was combined with THF (20 ml) to give a white suspension. DMF (4 ml) was added followed by potassium tert-butoxide (117 mg, 1.04 mmol, Eq: 1.2). The resulting mixture was stirred at room temperature for 10 min, then cooled with an ice bath. To this was slowly added a solution of (4-chlorophenyl)methanesulfonyl chloride (240 mg, 1.07 mmol, Eq: 1.23) in THF (1 ml). A... Starting materials: Brc1cncnc1, [Li]CCCC, O=CC1CC1. Yields the product OC(c1cncnc1)C1CC1. As a reaction SMILES: [Br:6][c:7]1[cH:8][n:9][cH:10][n:11][cH:12]1.[CH2:13]([Li:14])[CH2:15][CH2:16][CH3:17].[CH:1]1([CH:4]=[O:5])[CH2:2][CH2:3]1>>[CH:1]1([CH:4]([OH:5])[c:7]2[cH:8][n:9][cH:10][n:11][cH:12]2)[CH2:2][CH2:3]1. Reactants: BrC1CC[SiH](CC1)CCCCC (1-bromo-4-n-pentyl-4-silacyclohexane), [Mg] (magnesium), BrCC[C@@H]1CC[C@H](CC1)C1=CC=C(C=C1)C1=CC=C(C=C1)F (4-(trans-4-(2-bromoethyl)cyclohexyl)-4'-fluorobiphenyl), P(=O)(OCC)(OCC)OCC (triethyl phosphate). The reagents and catalysts are [Cu]I (copper (I) iodide). Run in C1CCOC1 (THF), C1CCOC1 (THF). Yields the product C(CCCC)[Si@@H]1CC[C@H](CC1)CC[C@@H]1CC[C@H](CC1)C1=CC=C(C=C1)C1=CC=C(C=C1)F (4-(trans-4-(2-(trans-4-n-pentyl-4-silacyclohexyl)ethyl)cyclohexyl)-4'-fluorobiphenyl). The yield is 67.6%. Reaction SMILES: Br[CH:2]1[CH2:7][CH2:6][SiH:5]([CH2:8][CH2:9][CH2:10][CH2:11][CH3:12])[CH2:4][CH2:3]1.[Mg].P(OCC)(OCC)(OCC)=O.Br[CH2:26][CH2:27][C@H:28]1[CH2:33][CH2:32][C@H:31]([C:34]2[CH:39]=[CH:38][C:37]([C:40]3[CH:45]=[CH:44][C:43]([F:46])=[CH:42][CH:41]=3)=[CH:36][CH:35]=2)[CH2:30][CH2:29]1>[Cu]I.C1COCC1>[CH2:8]([Si@H:5]1[CH2:6][CH2:7][C@H:2]([CH2:26][CH2:27][C@H:28]2[CH2:33][CH2:32][C@H:31]([C:34]3[CH:39]=[CH:38][C:37]([C:40]4[CH:41]=[CH:42][C:43]([F:46])=[CH:44][CH:45]=4)=[CH:36][CH:35]=3)[CH2:30][CH2:29]2)[CH2:3][CH2:4]1)[CH2:9][CH2:10][CH2:11][CH3:12]. Reported procedure: 24.9 g (0.1 mol) of 1-bromo-4-n-pentyl-4-silacyclohexane was dripped into a mixture of 2.5 g (0.11 mol) of magnesium and 300 ml of THF to obtain a Grignard's reagent. This solution was then dripped into a 500 ml THF solution of 0.5 g of triethyl phosphate, 0.1 g of copper (I) iodide and 36.1 g (0.1 mol) of 4-(trans-4-(2-bromoethyl)cyclohexyl)-4'-fluorobiphenyl. After a conventional after treatment, 4-(trans-4-(2-(trans-4-n-pentyl-4-silacyclohexyl)ethyl)cyclohexyl)-4'-fluorobiphenyl was obtained.... Starting materials: C(OC1=CC=C(C=C1)S(=O)(=O)N1[C@H](C(NC2=CC=C(C=C12)F)=O)CC)([O-])=O (4-{[(2S)-2-ethyl-7-fluoro-3-oxo-3,4-dihydroquinoxalin-1(2H)-yl]sulfonyl}phenyl carbonate), C(C1=CC=CC=C1)Br (benzyl bromide), C(C)[C@H]1C(N(C2=CC=C(C=C2N1S(=O)(=O)C1=CC=C(C=C1)O)F)CCC)=O ((3S)-3-ethyl-6-fluoro-4-[(4-hydroxyphenyl)sulfonyl]-1-propyl-3,4-dihydroquinoxalin-2(1H)-one). The product is C(C1=CC=CC=C1)N1C([C@@H](N(C2=CC(=CC=C12)F)S(=O)(=O)C1=CC=C(C=C1)O)CC)=O ((3S)-1-benzyl-3-ethyl-6-fluoro-4-[(4-hydroxyphenyl)sulfonyl]-3,4-dihydroquinoxalin-2(1H)-one). As a reaction SMILES: C(=O)([O-])[O:2][C:3]1[CH:8]=[CH:7][C:6]([S:9]([N:12]2[C:21]3[C:16](=[CH:17][CH:18]=[C:19]([F:22])[CH:20]=3)[NH:15][C:14](=[O:23])[C@@H:13]2[CH2:24][CH3:25])(=[O:11])=[O:10])=[CH:5][CH:4]=1.[CH2:28](Br)[C:29]1[CH:34]=[CH:33][CH:32]=[CH:31][CH:30]=1.C([C@@H]1N(S(C2C=CC(O)=CC=2)(=O)=O)C2C(=CC=C(F)C=2)N(CCC)C1=O)C>>[CH2:28]([N:15]1[C:16]2[C:21](=[CH:20][C:19]([F:22])=[CH:18][CH:17]=2)[N:12]([S:9]([C:6]2[CH:7]=[CH:8][C:3]([OH:2])=[CH:4][CH:5]=2)(=[O:11])=[O:10])[C@@H:13]([CH2:24][CH3:25])[C:14]1=[O:23])[C:29]1[CH:34]=[CH:33][CH:32]=[CH:31][CH:30]=1. Procedure: 4-{[(2S)-2-ethyl-7-fluoro-3-oxo-3,4-dihydroquinoxalin-1(2H)-yl]sulfonyl}phenyl carbonate (see Example 20) was treated with benzyl bromide according to the procedure for the preparation of (3S)-3-ethyl-6-fluoro-4-[(4-hydroxyphenyl)sulfonyl]-1-propyl-3,4-dihydroquinoxalin-2(1H)-one (see Example 20) to yield (3S)-1-benzyl-3-ethyl-6-fluoro-4-[(4-hydroxyphenyl)sulfonyl]-3,4-dihydroquinoxalin-2(1H)-one. [α]D25=−30° (c=0.0058 G/ML, DMSO); MS (ESI) m/z 441 ([M+H]+); MS (ESI) m/z 439 ([M−H]−); Anal. Calc... Starting materials: Cl.N[C@H]([C@H](CNS(=O)(=O)C1=NC=CC=C1)O)CCCC (N-[(2S,3S)-3-amino-2-hydroxyheptyl]-2-pyridinesulfonamide hydrochloride), Cl.N[C@H]([C@@H](CNS(=O)(=O)C1=NC=CC=C1)O)CCCC (N-[(2R,3S)-3-amino-2-hydroxyheptyl]-2-pyridinesulfonamide hydrochloride), C(C)(C)N(C(C)C)CC (N,N-diisopropylethylamine), C(O[C@@H](C(C)(C)C)CN1N=C(C=C1)C1=CC=C(C=C1)C(F)(F)F)(OC1=CC=C(C=C1)[N+](=O)[O-])=O ((1S)-2,2-dimethyl-1-({3-[4-(trifluoromethyl)phenyl]-1H-pyrazol-1-yl}methyl)propyl 4-nitrophenyl carbonate). Run in CN(C=O)C (N,N-dimethylformamide), C(C)(=O)OCC (ethyl acetate). Run at time 48 hour. Product: O[C@@H](CNS(=O)(=O)C1=NC=CC=C1)[C@H](CCCC)NC(O[C@@H](C(C)(C)C)CN1N=C(C=C1)C1=CC=C(C=C1)C(F)(F)F)=O ((1S)-2,2-dimethyl-1-({3-[4-(trifluoromethyl)phenyl]-1H-pyrazol-1-yl}methyl)propyl (1S)-1-{(1S)-1-hydroxy-2-[(2-pyridinylsulfonyl)amino]ethyl}pentylcarbamate). The yield is 68.5%. Reaction SMILES: Cl.[NH2:2][C@@H:3]([CH2:17][CH2:18][CH2:19][CH3:20])[C@@H:4]([OH:16])[CH2:5][NH:6][S:7]([C:10]1[CH:15]=[CH:14][CH:13]=[CH:12][N:11]=1)(=[O:9])=[O:8].Cl.N[C@@H](CCCC)[C@H](O)CNS(C1C=CC=CN=1)(=O)=O.C(N(CC)C(C)C)(C)C.[C:50](=O)([O:73]C1C=CC([N+]([O-])=O)=CC=1)[O:51][C@H:52]([CH2:57][N:58]1[CH:62]=[CH:61][C:60]([C:63]2[CH:68]=[CH:67][C:66]([C:69]([F:72])([F:71])[F:70])=[CH:65][CH:64]=2)=[N:59]1)[C:53]([CH3:56])([CH3:55])[CH3:54]>CN(C)C=O.C(OCC)(=O)C>[OH:16][C@H:4]([C@@H:3]([NH:2][C:50](=[O:73])[O:51][C@H:52]([CH2:57][N:58]1[CH:62]=[CH:61][C:60]([C:63]2[CH:64]=[CH:65][C:66]([C:69]([F:70])([F:71])[F:72])=[CH:67][CH:68]=2)=[N:59]1)[C:53]([CH3:56])([CH3:55])[CH3:54])[CH2:17][CH2:18][CH2:19][CH3:20])[CH2:5][NH:6][S:7]([C:10]1[CH:15]=[CH:14][CH:13]=[CH:12][N:11]=1)(=[O:9])=[O:8] |f:0.1,2.3|. Reported procedure: To a solution of 90 mg (0.21 mmol) of N-[(2S,3S)-3-amino-2-hydroxyheptyl]-2-pyridinesulfonamide hydrochloride & N-[(2R,3S)-3-amino-2-hydroxyheptyl]-2-pyridinesulfonamide hydrochloride and 83 mg (0.63 mmol) of N,N-diisopropylethylamine in 2 mL N,N-dimethylformamide was added 102 mg (0.21 mmol) of (1S)-2,2-dimethyl-1-({3-[4-(trifluoromethyl)phenyl]-1H-pyrazol-1-yl}methyl)propyl 4-nitrophenyl carbonate. The reaction mixture was stirred at room temperature for 48 h. It was diluted with ethyl acetate...